Dataset: the Open Reaction Database (ORD), a public repository of structured organic reaction records. Task: describe an organic reaction: reactants, conditions, products, and yield The product is OC(Cc1ccccc1)(Cn1cncn1)c1ccccc1. Starting materials: O=C([O-])[O-], CC#N, [K+], [K+], O, Cc1ccc(S(=O)(=O)OCC(O)(Cc2ccccc2)c2ccccc2)cc1, c1nc[nH]n1. RXN SMILES: [C:33](=[O:34])([O-:35])[O-:36].[CH3:39][C:40]#[N:41].[K+:37].[K+:38].[OH2:42].[c:1]1([CH2:7][C:8]([CH2:9][O:10][S:11]([c:12]2[cH:13][cH:14][c:15]([CH3:16])[cH:17][cH:18]2)(=[O:19])=[O:20])([OH:21])[c:22]2[cH:23][cH:24][cH:25][cH:26][cH:27]2)[cH:2][cH:3][cH:4][cH:5][cH:6]1.[nH:28]1[n:29][cH:30][n:31][cH:32]1>>[c:1]1([CH2:7][C:8]([CH2:9][n:28]2[n:29][cH:30][n:31][cH:32]2)([OH:21])[c:22]2[cH:23][cH:24][cH:25][cH:26][cH:27]2)[cH:2][cH:3][cH:4][cH:5][cH:6]1.